Dataset: the Open Reaction Database (ORD), a public repository of structured organic reaction records. Task: describe an organic reaction: reactants, conditions, products, and yield Starting materials: C1=CC(=CC=C1NN)N2C=NN=C2 (4'-(1,2,4-Triazol-4-yl)phenylhydrazine), 2, C(=O)([O-])[O-].[K+].[K+] (K2CO3). The solvent is S(O)(O)(=O)=O (sulphuric acid). The product is N1C=CC2=CC=CC=C12 (indole). Yield: 17.0%. As a reaction SMILES: [CH:1]1[C:6](NN)=[CH:5][CH:4]=[C:3]([N:9]2[CH:13]=NN=C2)[CH:2]=1.[C:14]([O-])([O-])=O.[K+].[K+]>S(=O)(=O)(O)O>[NH:9]1[C:3]2[C:4](=[CH:5][CH:6]=[CH:1][CH:2]=2)[CH:14]=[CH:13]1 |f:1.2.3|. Procedure details: A mixture of intermediates 1 (1.0 g, 5.71 mmol) and 2 (2.07 g, 6.86 mmol) in 4% sulphuric acid (30 ml) was heated at reflux for 48 h. The solution was cooled in an ice-bath, basified with solid K2CO3 and extracted with butan-1-ol (×3). The solvent was removed under vacuum and azeotroped with hexane (×2). The crude product was chromatographed through silica gel eluting with CH2Cl2 /MeOH/NH3 (30:8:1) to give the title-indole (282 mg, 17%). The succinate hemihydrate salt was prepared: mp 227°-228° ... The reactants are ClCC1CCC(CC1)CCl (1,4-bis(chloromethyl)cyclohexane), O.O.O.O.O.S(=S)(=O)([O-])[O-].[Na+].[Na+] (sodium thiosulphate pentahydrate), C(C)(C)(C)NCC1=CC=CC=C1 (N-tert-butylbenzylamine), Cl (HCl), 1,4-dimethylcyclohexane-α,α-bis(thiosulphate)sodium, S(=S)(=O)([O-])[O-] (thiosulphate). Solvent: O (water), CO (methanol), O (H2O), O (water), CO (methanol). Run at temperature 135 celsius. The product is C(C)(C)(C)[NH2+]CC1=CC=CC=C1.S(=S)(=O)(OCCCCCCOS(=S)(=O)[O-])[O-].C(C)(C)(C)[NH2+]CC1=CC=CC=C1 (hexamethylene bis(thiosulphate)N-tert-butyl-N-benzylammonium salt). RXN SMILES: Cl[CH2:2][CH:3]1CC[CH:6]([CH2:9]Cl)[CH2:5][CH2:4]1.O.O.O.O.O.[S:16]([O-:20])([O-:19])(=[O:18])=[S:17].[Na+].[Na+].[C:23]([NH:27][CH2:28][C:29]1[CH:34]=[CH:33][CH:32]=[CH:31][CH:30]=1)([CH3:26])([CH3:25])[CH3:24].Cl.[S:36]([O-:40])([O-:39])(=[O:38])=[S:37]>CO.O>[C:23]([NH2+:27][CH2:28][C:29]1[CH:34]=[CH:33][CH:32]=[CH:31][CH:30]=1)([CH3:26])([CH3:24])[CH3:25].[S:16]([O-:20])([O:19][CH2:2][CH2:3][CH2:4][CH2:5][CH2:6][CH2:9][O:39][S:36]([O-:40])(=[O:38])=[S:37])(=[O:18])=[S:17].[C:23]([NH2+:27][CH2:28][C:29]1[CH:34]=[CH:33][CH:32]=[CH:31][CH:30]=1)([CH3:26])([CH3:24])[CH3:25] |f:1.2.3.4.5.6.7.8,14.15.16|. Reported procedure: 1,4-bis(chloromethyl)cyclohexane (0.165 mole), sodium thiosulphate pentahydrate (0.369 mole) sodium sulfite (6.1 g), methanol (150 ml) and water (150 ml) were charged into an autoclave and heated at 135° C. for 45 minutes. To the cooled reaction mixture, which was a solution of 1,4-dimethylcyclohexane-α,α-bis(thiosulphate)sodium salt, 400 ml of water was added. N-tert-butylbenzylamine (0.306 mole) in 150 ml methanol and 850 ml H2O was adjusted with concentrated HCl to pH4, and the resulting solu... Starting materials: C1(=CC=CC=C1)S(=O)(=O)N (benzenesulfonamide), [H-].[Na+] (sodium hydride), S(=O)(Cl)Cl (thionyl chloride), FC1=C(C(=O)O)C=CC(=C1)NCCCCCCCCCCCCCCCC (2-fluoro-4-(hexadecylamino)benzoic acid). Run in C(OC)COC (dimethoxyethane), CC(=O)N(C)C (dimethylacetamide), CC(=O)N(C)C (dimethylacetamide), C(Cl)Cl (methylene chloride). Run at time 30 minute. Yields the product FC1=C(C(=O)NS(=O)(=O)C2=CC=CC=C2)C=CC(=C1)NCCCCCCCCCCCCCCCC (2-fluoro-4-(hexadecylamino)-N-(phenylsulfonyl)benzamide). RXN SMILES: [C:1]1([S:7]([NH2:10])(=[O:9])=[O:8])[CH:6]=[CH:5][CH:4]=[CH:3][CH:2]=1.[H-].[Na+].[F:13][C:14]1[CH:22]=[C:21]([NH:23][CH2:24][CH2:25][CH2:26][CH2:27][CH2:28][CH2:29][CH2:30][CH2:31][CH2:32][CH2:33][CH2:34][CH2:35][CH2:36][CH2:37][CH2:38][CH3:39])[CH:20]=[CH:19][C:15]=1[C:16](O)=[O:17].S(Cl)(Cl)=O>CC(N(C)C)=O.C(Cl)Cl.C(COC)OC>[F:13][C:14]1[CH:22]=[C:21]([NH:23][CH2:24][CH2:25][CH2:26][CH2:27][CH2:28][CH2:29][CH2:30][CH2:31][CH2:32][CH2:33][CH2:34][CH2:35][CH2:36][CH2:37][CH2:38][CH3:39])[CH:20]=[CH:19][C:15]=1[C:16]([NH:10][S:7]([C:1]1[CH:6]=[CH:5][CH:4]=[CH:3][CH:2]=1)(=[O:9])=[O:8])=[O:17] |f:1.2|. Procedure details: A solution of 31.4 g of benzenesulfonamide in 250 ml. of dry dimethylacetamide is added dropwise, with stirring and cooling, to a suspension of 5.5 g. of sodium hydride in 100 ml of dry dimethylacetamide during 30 minutes at room temperature. Stirring is continued for 30 minutes. In the meantime, a mixture of 36.2 g. of 2-fluoro-4-(hexadecylamino)benzoic acid in 100 ml of methylene chloride, 300 ml. of dimethoxyethane, and 40 ml. of thionyl chloride is refluxed for 1 hour and 15 minutes. The sol... Starting materials: C(C1=CC=CC=C1)OCC1(OC(OC1)(C(=O)OCC)C)C (Ethyl 4-benzyloxymethyl-2,4-dimethyl-1,3-dioxolan-2-carboxylate), N (ammonia). The product is C(C1=CC=CC=C1)OCC1(OC(OC1)(C(=O)N)C)C (4-Benzyloxymethyl-2,4-dimethyl-1,3-dioxolan-2-carboxamide), mixture. Reaction SMILES: [CH2:1]([O:8][CH2:9][C:10]1([CH3:21])[CH2:14][O:13][C:12]([CH3:20])([C:15](OCC)=[O:16])[O:11]1)[C:2]1[CH:7]=[CH:6][CH:5]=[CH:4][CH:3]=1.[NH3:22]>>[CH2:1]([O:8][CH2:9][C:10]1([CH3:21])[CH2:14][O:13][C:12]([CH3:20])([C:15]([NH2:22])=[O:16])[O:11]1)[C:2]1[CH:7]=[CH:6][CH:5]=[CH:4][CH:3]=1. Procedure: Ethyl 4-benzyloxymethyl-2,4-dimethyl-1,3-dioxolan-2-carboxylate (5.0 grams) and concentrated aqueous ammonia solution (50 milliliters, 0.880 S.G.) were stirred together at room temperature for 3 days. The white solid formed was filtered off, washed with water and recrystallised from cyclohexane to give the desired product as an isomer mixture melting point 72°-92° C. The reactants are ClC=1C=CC(=C(C(=O)O)C1)OC1=NC=C(C=C1)Cl (5-Chloro-2-[(5-chloropyridin-2-yl)oxy]benzoic acid), Cl.N[C@@H](C)C1=CC=C(C(=O)OC)C=C1 (Methyl 4-[(1S)-1-aminoethyl]benzoate hydrochloride). Product: ClC=1C=CC(=C(C(=O)N[C@@H](C)C2=CC=C(C(=O)OC)C=C2)C1)OC1=NC=C(C=C1)Cl (Methyl 4-[(1S)-1-({5-chloro-2-[(5-chloropyridin-2-yl)oxy]benzoyl}amino)ethyl]benzoate). Reaction SMILES: [Cl:1][C:2]1[CH:3]=[CH:4][C:5]([O:11][C:12]2[CH:17]=[CH:16][C:15]([Cl:18])=[CH:14][N:13]=2)=[C:6]([CH:10]=1)[C:7]([OH:9])=O.Cl.[NH2:20][C@H:21]([C:23]1[CH:32]=[CH:31][C:26]([C:27]([O:29][CH3:30])=[O:28])=[CH:25][CH:24]=1)[CH3:22]>>[Cl:1][C:2]1[CH:3]=[CH:4][C:5]([O:11][C:12]2[CH:17]=[CH:16][C:15]([Cl:18])=[CH:14][N:13]=2)=[C:6]([CH:10]=1)[C:7]([NH:20][C@H:21]([C:23]1[CH:32]=[CH:31][C:26]([C:27]([O:29][CH3:30])=[O:28])=[CH:25][CH:24]=1)[CH3:22])=[O:9] |f:1.2|. Procedure details: The title compound was prepared according to the procedure described in step 3 of Example 1 from 5-chloro-2-[(5-chloropyridin-2-yl)oxy]benzoic acid (step 2) and methyl 4-[(1S)-1-aminoethyl]benzoate hydrochloride (step 3 of Example 5): 1H-NMR (CDCl3) δ 8.04 (1H, d, J=2.6 Hz), 7.94 (1H, d, J=2.6 Hz), 7.91 (2H, d, J=8.3 Hz), 7.63 (1H, dd, J=8.8, 2.6 Hz), 7.43 (1H, dd, J=8.8, 2.6 Hz), 7.22 (2H, d, J=8.3 Hz), 7.18 (1H, d, J=8.0 Hz), 7.00 (1H, d, J=8.8 Hz), 6.80 (1H, d, J=8.8 Hz), 5.28–5.16 (1H, m), 3...